From a dataset of the Open Reaction Database (ORD), a public repository of structured organic reaction records. describe an organic reaction: reactants, conditions, products, and yield Starting materials: CCCCCc1c(-c2ccccc2)n(Cc2ccccc2)c2ccc(Br)cc12, COc1ccc(B(O)O)cc1, ClCCl, [K+], [K+], O=C([O-])[O-], C1COCCO1. Yields the product CCCCCc1c(-c2ccccc2)n(Cc2ccccc2)c2ccc(-c3ccc(OC)cc3)cc12. As a reaction SMILES: [CH2:1]([c:2]1[cH:3][cH:4][cH:5][cH:6][cH:7]1)[n:8]1[c:9](-[c:23]2[cH:24][cH:25][cH:26][cH:27][cH:28]2)[c:10]([CH2:18][CH2:19][CH2:20][CH2:21][CH3:22])[c:11]2[cH:12][c:13]([Br:17])[cH:14][cH:15][c:16]12.[CH3:35][O:36][c:37]1[cH:38][cH:39][c:40]([B:43]([OH:44])[OH:45])[cH:41][cH:42]1.[Cl:46][CH2:47][Cl:48].[K+:29].[K+:30].[O-:31][C:32]([O-:33])=[O:34].[O:49]1[CH2:50][CH2:51][O:52][CH2:53][CH2:54]1>>[CH2:1]([c:2]1[cH:3][cH:4][cH:5][cH:6][cH:7]1)[n:8]1[c:9](-[c:23]2[cH:24][cH:25][cH:26][cH:27][cH:28]2)[c:10]([CH2:18][CH2:19][CH2:20][CH2:21][CH3:22])[c:11]2[cH:12][c:13](-[c:40]3[cH:39][cH:38][c:37]([O:36][CH3:35])[cH:42][cH:41]3)[cH:14][cH:15][c:16]12.